From a dataset of the Open Reaction Database (ORD), a public repository of structured organic reaction records. describe an organic reaction: reactants, conditions, products, and yield Reactants: [Br-].[Li+] (lithium bromide), C([O-])([O-])=O.[Li+].[Li+] (lithium carbonate), S(=O)([O-])[O-].[Na+].[Na+] (sodium sulfite), C(C)(=O)[O-].[Na+] (sodium acetate), BrN1C(=O)N(C(=O)C1(C)C)Br (1,3-dibromo-5,5-dimethylhydantoin), F[C@@H]1[C@@H]2[C@H]3CCC(=CC3=CC[C@H]2[C@@H]2CCC([C@@]2(C)C1)=O)OC (11β-fluoro-3-methoxy-estra-3,5-dien-17-one), ice water. The solvent is CN(C)C=O (DMF), C(C)(=O)OCC (ethyl acetate). Reaction conditions: time 30 minute. Product: F[C@@H]1[C@@H]2[C@H]3CCC(C=C3C=C[C@H]2[C@@H]2CCC([C@@]2(C)C1)=O)=O (11β-Fluoro-estra-4,6-diene-3,17-dione). Reaction SMILES: C([O-])(=O)C.[Na+].BrN1C(C)(C)C(=O)N(Br)C1=O.[F:17][C@H:18]1[CH2:35][C@@:33]2([CH3:34])[C@@H:29]([CH2:30][CH2:31][C:32]2=[O:36])[C@H:28]2[C@H:19]1[C@@H:20]1[C:25](=[CH:26][CH2:27]2)[CH:24]=[C:23]([O:37]C)[CH2:22][CH2:21]1.S([O-])([O-])=O.[Na+].[Na+].[Br-].[Li+].C(=O)([O-])[O-].[Li+].[Li+]>CN(C=O)C.C(OCC)(=O)C>[F:17][C@H:18]1[CH2:35][C@@:33]2([CH3:34])[C@@H:29]([CH2:30][CH2:31][C:32]2=[O:36])[C@H:28]2[C@H:19]1[C@@H:20]1[C:25]([CH:26]=[CH:27]2)=[CH:24][C:23](=[O:37])[CH2:22][CH2:21]1 |f:0.1,4.5.6,7.8,9.10.11|. Reported procedure: 5 ml of a 10% sodium acetate solution and, in portions, 2.5 g of 1,3-dibromo-5,5-dimethylhydantoin are added in succession to 5.0 g of 11β-fluoro-3-methoxy-estra-3,5-dien-17-one in 50 ml of DMF at 0° C. After 30 minutes, 2.3 g of sodium sulfite is added and then 2.5 g of lithium bromide and 2.0 g of lithium carbonate, and it is stirred for 2 hours at 100° C. The reaction mixture is stirred into ice water. The precipitated product is suctioned off, dissolved in ethyl acetate, washed with water, d...